From a dataset of the Open Reaction Database (ORD), a public repository of structured organic reaction records. describe an organic reaction: reactants, conditions, products, and yield The reactants are C(C)(C)(C)OC(=O)N1CCN(CC1)C1=NC=2N(C(N(C(C2N1C1=C(C=CC=C1)C=C)=O)C)=O)CC(=O)OCC (4-[3-Ethoxycarbonylmethyl-1-methyl-2,6-dioxo-7-(2-vinylphenyl)-2,3,6,7-tetrahydro-1H-purin-8-yl]piperazine-1-carboxylic acid tert-butyl ester), FC(C(=O)O)(F)F (trifluoroacetic acid). Yields the product FC(C(=O)O)(F)F.C(C)OC(CN1C(N(C(C=2N(C(=NC12)N1CCNCC1)C1=C(C=CC=C1)C=C)=O)C)=O)=O ([1-Methyl-2,6-dioxo-8-(piperazin-1-yl)-7-(2-vinylphenyl)-1,2,6,7-tetrahydropurin-3-yl]acetic acid ethyl ester trifluoroacetate). Reaction SMILES: C(OC([N:8]1[CH2:13][CH2:12][N:11]([C:14]2[N:22]([C:23]3[CH:28]=[CH:27][CH:26]=[CH:25][C:24]=3[CH:29]=[CH2:30])[C:21]3[C:20](=[O:31])[N:19]([CH3:32])[C:18](=[O:33])[N:17]([CH2:34][C:35]([O:37][CH2:38][CH3:39])=[O:36])[C:16]=3[N:15]=2)[CH2:10][CH2:9]1)=O)(C)(C)C.[F:40][C:41]([F:46])([F:45])[C:42]([OH:44])=[O:43]>>[F:40][C:41]([F:46])([F:45])[C:42]([OH:44])=[O:43].[CH2:38]([O:37][C:35](=[O:36])[CH2:34][N:17]1[C:16]2[N:15]=[C:14]([N:11]3[CH2:10][CH2:9][NH:8][CH2:13][CH2:12]3)[N:22]([C:23]3[CH:28]=[CH:27][CH:26]=[CH:25][C:24]=3[CH:29]=[CH2:30])[C:21]=2[C:20](=[O:31])[N:19]([CH3:32])[C:18]1=[O:33])[CH3:39] |f:2.3|. Reported procedure: 4-[3-Ethoxycarbonylmethyl-1-methyl-2,6-dioxo-7-(2-vinylphenyl)-2,3,6,7-tetrahydro-1H-purin-8-yl]piperazine-1-carboxylic acid tert-butyl ester (8 mg) was dissolved in trifluoroacetic acid and the solution was concentrated. The residue was purified by reversed phase high performance liquid chromatography to give 2.68 mg of the title compound.